Dataset: the Open Reaction Database (ORD), a public repository of structured organic reaction records. Task: describe an organic reaction: reactants, conditions, products, and yield Reactants: BrC=1C=C(C=NC1OCC(F)(F)F)NC(=O)C=1N=NC=CC1 (pyridazine-3-carboxylic acid[5-bromo-6-(2,2,2-trifluoro-ethoxy)-pyridin-3-yl]-amide), ClC1=C(C=C(C=C1)B(O)O)F (B-(4-chloro-3-fluorophenyl)-boronic acid). The product is ClC1=C(C=C(C=C1)C=1C=C(C=NC1OCC(F)(F)F)NC(=O)C=1N=NC=CC1)F (N-(5-(4-chloro-3-fluorophenyl)-6-(2,2,2-trifluoroethoxy)pyridin-3-yl)pyridazine-3-carboxamide). Reaction SMILES: Br[C:2]1[CH:3]=[C:4]([NH:14][C:15]([C:17]2[N:18]=[N:19][CH:20]=[CH:21][CH:22]=2)=[O:16])[CH:5]=[N:6][C:7]=1[O:8][CH2:9][C:10]([F:13])([F:12])[F:11].[Cl:23][C:24]1[CH:29]=[CH:28][C:27](B(O)O)=[CH:26][C:25]=1[F:33]>>[Cl:23][C:24]1[CH:29]=[CH:28][C:27]([C:2]2[CH:3]=[C:4]([NH:14][C:15]([C:17]3[N:18]=[N:19][CH:20]=[CH:21][CH:22]=3)=[O:16])[CH:5]=[N:6][C:7]=2[O:8][CH2:9][C:10]([F:13])([F:12])[F:11])=[CH:26][C:25]=1[F:33]. Procedure details: The title compound was synthesized in analogy to Example 39, using pyridazine-3-carboxylic acid[5-bromo-6-(2,2,2-trifluoro-ethoxy)-pyridin-3-yl]-amide (example 62 a) and B-(4-chloro-3-fluorophenyl)-boronic acid (CAN 137504-86-0) as starting materials; LC-MS (UV peak area/ESI) 100%, 425.0438 (M−H)−. Reactants: S(O)(O)(=O)=O (Sulfuric acid), FC1=C(C=CC(=C1)F)CC(=O)O (2,4-difluorophenylacetic acid), CO (MeOH). Yields the product FC1=C(C=CC(=C1)F)CC(=O)OC (Methyl (2,4-difluorophenyl)acetate). RXN SMILES: S(=O)(=O)(O)O.[F:6][C:7]1[CH:12]=[C:11]([F:13])[CH:10]=[CH:9][C:8]=1[CH2:14][C:15]([OH:17])=[O:16].[CH3:18]O>>[F:6][C:7]1[CH:12]=[C:11]([F:13])[CH:10]=[CH:9][C:8]=1[CH2:14][C:15]([O:17][CH3:18])=[O:16]. Procedure details: Sulfuric acid (3.35 mL) was added to a stirred solution of 2,4-difluorophenylacetic acid ([CAS 81228-09-3], 3.5 g, 20.33 mmol) in MeOH (70 mL) at RT. The mixture was stirred at reflux for 18 h. The methanol was removed in vacuo. The residue was diluted with EtOAc and washed successively with H2O, sat. aq. NaHCO3 and brine. The organic layer was separated, dried (Na2SO4), filtered and the solvent evaporated in vacuo to yield I-24 (3.34 g, 88%) as a light yellow oil.